Dataset: the Open Reaction Database (ORD), a public repository of structured organic reaction records. Task: describe an organic reaction: reactants, conditions, products, and yield Reactants: CS(=O)(=O)NC(CCCCCC[C@H]1[C@@H](C[C@H]([C@@H]1\C=C\[C@H](C(CC=C(C)C)C)OC1OCCCC1)OC1OCCCC1)Cl)=O ((13E)-(8R,9R,11R,12R,15S,16RS)-9-chloro-11,15-bis(tetrahydropyran-2-yloxy)-16,19-dimethyl-13,18-prostadienoic acid methylsulfonylamide), mixture. Run in C(C)(=O)O.O.O1CCCC1 (acetic acid water tetrahydrofuran). Product: CS(=O)(=O)NC(CCCCCC[C@H]1[C@@H](C[C@H]([C@@H]1\C=C\[C@H](C(CC=C(C)C)C)O)O)Cl)=O ((13E)-(8R,9R,11R,12R,15S,16RS)-9-Chloro-11,15-dihydroxy-16,19-dimethyl-13,18-prostadienoic Acid Methylsulfonylamide). The yield is 45.0%. RXN SMILES: [CH3:1][S:2]([NH:5][C:6](=[O:43])[CH2:7][CH2:8][CH2:9][CH2:10][CH2:11][CH2:12][C@@H:13]1[C@@H:17](/[CH:18]=[CH:19]/[C@@H:20]([O:28]C2CCCCO2)[CH:21]([CH3:27])[CH2:22][CH:23]=[C:24]([CH3:26])[CH3:25])[C@H:16]([O:35]C2CCCCO2)[CH2:15][C@H:14]1[Cl:42])(=[O:4])=[O:3]>C(O)(=O)C.O.O1CCCC1>[CH3:1][S:2]([NH:5][C:6](=[O:43])[CH2:7][CH2:8][CH2:9][CH2:10][CH2:11][CH2:12][C@@H:13]1[C@@H:17](/[CH:18]=[CH:19]/[C@@H:20]([OH:28])[CH:21]([CH3:27])[CH2:22][CH:23]=[C:24]([CH3:26])[CH3:25])[C@H:16]([OH:35])[CH2:15][C@H:14]1[Cl:42])(=[O:3])=[O:4] |f:1.2.3|. Reported procedure: 103 mg of (13E)-(8R,9R,11R,12R,15S,16RS)-9-chloro-11,15-bis(tetrahydropyran-2-yloxy)-16,19-dimethyl-13,18-prostadienoic acid methylsulfonylamide was stirred for 24.5 hours under argon at room temperature with 1.9 ml of a mixture of acetic acid/water/tetrahydrofuran (65/35/10). Then the mixture was concentrated under vacuum and the residue purified by column chromatography on silica gel with hexane/0-100% ethyl acetate as the eluent, thus obtaining 34.3 mg of the title compound. Reactants: CCOc1cc2cc3n(c2nc1Cl)C(C)CN(C(=O)OC(C)(C)C)C3, ClCCl. Yields the product CCOc1cc2cc3n(c2nc1Cl)C(C)CNC3. RXN SMILES: [C:1]([O:2][C:3](=[O:4])[N:8]1[CH2:9][c:10]2[cH:11][c:12]3[cH:13][c:14]([O:23][CH2:24][CH3:25])[c:15]([Cl:22])[n:16][c:17]3[n:18]2[CH:19]([CH3:21])[CH2:20]1)([CH3:5])([CH3:6])[CH3:7].[Cl:26][CH2:27][Cl:28]>>[NH:8]1[CH2:9][c:10]2[cH:11][c:12]3[cH:13][c:14]([O:23][CH2:24][CH3:25])[c:15]([Cl:22])[n:16][c:17]3[n:18]2[CH:19]([CH3:21])[CH2:20]1. The reactants are ClCCl, O=C(O)C(F)(F)F, CC(C)(C)OC(=O)N1CCN(C2CN(C(c3ccccc3)c3ccccc3)C2)C(CO)C1. Yields the product O=C(O)C(F)(F)F, OCC1CNCCN1C1CN(C(c2ccccc2)c2ccccc2)C1. RXN SMILES: [Cl:40][CH2:41][Cl:42].[F:33][C:34]([C:35](=[O:36])[OH:37])([F:38])[F:39].[c:1]1([CH:7]([N:8]2[CH2:9][CH:10]([N:12]3[CH:13]([CH2:25][OH:26])[CH2:14][N:15]([C:18]([O:19][C:20]([CH3:21])([CH3:22])[CH3:23])=[O:24])[CH2:16][CH2:17]3)[CH2:11]2)[c:27]2[cH:28][cH:29][cH:30][cH:31][cH:32]2)[cH:2][cH:3][cH:4][cH:5][cH:6]1>>[F:33][C:34]([C:35](=[O:36])[OH:37])([F:38])[F:39].[c:1]1([CH:7]([N:8]2[CH2:9][CH:10]([N:12]3[CH:13]([CH2:25][OH:26])[CH2:14][NH:15][CH2:16][CH2:17]3)[CH2:11]2)[c:27]2[cH:28][cH:29][cH:30][cH:31][cH:32]2)[cH:2][cH:3][cH:4][cH:5][cH:6]1. The reactants are C(C)C(C(=O)NC1=CC(=C(C=C1)N1CCNCC1)F)CC (2-ethyl-N-(3-fluoro-4-piperazin-1-yl-phenyl)-butyramide), BrC(C(=O)N(CC)CC)C1=CC=CC=C1 (2-bromo-N,N-diethyl-2-phenyl-acetamide), C(=O)([O-])[O-].[Na+].[Na+] (Na2CO3). The solvent is CN(C)C=O (DMF), CCOC(=O)C (EtOAc). Yields the product N (NH3), C(C)N(C(=O)C(N1CCN(CC1)C1=C(C=C(C=C1)NC(C(CC)CC)=O)F)C1=CC=CC=C1)CC (N-{4-[4-(Diethylcarbamoyl-phenyl-methyl)-piperazin-1-yl]-3-fluoro-phenyl}-2-ethyl-butyramide). The yield is 88.8%. Reaction SMILES: [CH2:1]([CH:3]([CH2:20][CH3:21])[C:4]([NH:6][C:7]1[CH:12]=[CH:11][C:10]([N:13]2[CH2:18][CH2:17][NH:16][CH2:15][CH2:14]2)=[C:9]([F:19])[CH:8]=1)=[O:5])[CH3:2].Br[CH:23]([C:31]1[CH:36]=[CH:35][CH:34]=[CH:33][CH:32]=1)[C:24]([N:26]([CH2:29][CH3:30])[CH2:27][CH3:28])=[O:25].C([O-])([O-])=O.[Na+].[Na+]>CN(C=O)C.CCOC(C)=O>[NH3:6].[CH2:29]([N:26]([CH2:27][CH3:28])[C:24]([CH:23]([C:31]1[CH:36]=[CH:35][CH:34]=[CH:33][CH:32]=1)[N:16]1[CH2:15][CH2:14][N:13]([C:10]2[CH:11]=[CH:12][C:7]([NH:6][C:4](=[O:5])[CH:3]([CH2:1][CH3:2])[CH2:20][CH3:21])=[CH:8][C:9]=2[F:19])[CH2:18][CH2:17]1)=[O:25])[CH3:30] |f:2.3.4|. Procedure details: A solution of 2-ethyl-N-(3-fluoro-4-piperazin-1-yl-phenyl)-butyramide (0.030 g, 0.084 mmol), 2-bromo-N,N-diethyl-2-phenyl-acetamide (0.025 g, 0.094 mmol), and Na2CO3 (0.013 g, 0.12 mmol) in DMF (2 mL) was stirred at rt for 18 h. The reaction mixture was diluted with EtOAc (25 mL) and washed with H2O (3×15 mL). The organic layer was dried (Na2SO4) and concentrated. Chromatography of the resulting residue (SiO2; 2 M NH3 in MeOH/DCM) gave the title compound (0.018 g, 38%). MS (ESI): mass calcd. for... Reactants: NC=1C(=C(C2=C(CCN(CC2)C(=O)OC(C)(C)C)C1)C)O (1,1-Dimethylethyl 8-amino-7-hydroxy-6-methyl-1,2,4,5-tetrahydro-3H-3-benzazepine-3-carboxylate), C(CC)(OC)(OC)OC (trimethyl orthopropionate), C1(=CC=C(C=C1)S(=O)(=O)[O-])C.[NH+]1=CC=CC=C1 (pyridinium p-toluenesulfonate). The solvent is CN(C)C=O (DMF). Product: C(C)C=1OC2=C(C3=C(CCN(CC3)C(=O)OC(C)(C)C)C=C2N1)C (1,1-dimethylethyl 2-ethyl-10-methyl-5,6,8,9-tetrahydro-7H-[1,3]oxazolo[4,5-h][3]benzazepine-7-carboxylate). The yield is 95.0%. As a reaction SMILES: [NH2:1][C:2]1[C:3]([OH:21])=[C:4]([CH3:20])[C:5]2[CH2:11][CH2:10][N:9]([C:12]([O:14][C:15]([CH3:18])([CH3:17])[CH3:16])=[O:13])[CH2:8][CH2:7][C:6]=2[CH:19]=1.[C:22](OC)(OC)(OC)[CH2:23][CH3:24].C1(C)C=CC(S([O-])(=O)=O)=CC=1.[NH+]1C=CC=CC=1>CN(C=O)C>[CH2:23]([C:24]1[O:21][C:3]2[C:2]([N:1]=1)=[CH:19][C:6]1[CH2:7][CH2:8][N:9]([C:12]([O:14][C:15]([CH3:17])([CH3:18])[CH3:16])=[O:13])[CH2:10][CH2:11][C:5]=1[C:4]=2[CH3:20])[CH3:22] |f:2.3|. Procedure details: 1,1-Dimethylethyl 8-amino-7-hydroxy-6-methyl-1,2,4,5-tetrahydro-3H-3-benzazepine-3-carboxylate (1.1 g) was treated with trimethyl orthopropionate (0.802 ml) and pyridinium p-toluenesulfonate (0.1 eq) in dry DMF (19 ml) at 60° C. for 1.5 hours. Volatiles were evaporated under reduced pressure and the residue was purified on silica gel (ethyl acetate/petroleum ether: 1/4) providing the title compound as white solid (1.18 g, 95% yield).